From a dataset of the Open Reaction Database (ORD), a public repository of structured organic reaction records. describe an organic reaction: reactants, conditions, products, and yield The reactants are aldehyde, FC(C1=CC=C(C=O)C=C1)(F)F (p-trifluoromethylbenzaldehyde), C(CCC)[Li] (n-butyllithium), CN(CCNC)C (N,N,N′-trimethylethane-1,2-diamine), C(=O)=O.CC#N (dry ice MeCN), C(CCC)[Li] (n-Butyllithium), C(C=C)Br (allyl bromide). The reagents and catalysts are [Cu]Br (copper(I) bromide). Run in CCCCCC (hexane), O1CCCC1 (tetrahydrofuran), O1CCCC1 (tetrahydrofuran). Run at temperature -10 celsius. Yields the product C(C=C)C1=C(C=O)C=CC(=C1)C(F)(F)F (2-Allyl-4-(trifluoromethyl)benzaldehyde). The yield is 85.0%. RXN SMILES: CN(C)CCNC.C(=O)=O.CC#N.[CH2:14]([Li])[CH2:15][CH2:16]C.[F:19][C:20]([F:30])([F:29])[C:21]1[CH:28]=[CH:27][C:24]([CH:25]=[O:26])=[CH:23][CH:22]=1.C(Br)C=C>CCCCCC.O1CCCC1.[Cu]Br>[CH2:16]([C:27]1[CH:28]=[C:21]([C:20]([F:29])([F:30])[F:19])[CH:22]=[CH:23][C:24]=1[CH:25]=[O:26])[CH:15]=[CH2:14] |f:1.2|. Procedure details: To a oven dried 5 L 4-neck round bottom flask fitted with overhead stirring, nitrogen needle, 500 mL addition funnel, 250 mL addition funnel and thermometer, tetrahydrofuran (1400 mL) and N,N,N′-trimethylethane-1,2-diamine (105 mL, 0.788 mol) were added. The solution was cooled to −40° C. (dry ice/MeCN bath). n-Butyllithium (1.6 M in hexane, 510 mL) was added to the 500 mL addition funnel and then added to the above solution over 40 minutes (−40 to −35° C.). The colorless solution became light y... Starting materials: C(C)(C)(C)OC(NCCN1N=C(C(=C1NCC1=CC=CC=C1)[N+](=O)[O-])Br)=O ([2-(5-benzylamino-3-bromo-4-nitropyrazol-1-yl)ethyl]carbamic acid tert-butyl ester). The reagents and catalysts are [Pd] (Pd/C). Run in CCO (EtOH). Reaction conditions: time 3 hour. The product is C(C)(C)(C)OC(NCCN1N=C(C(=C1NCC1=CC=CC=C1)[N+](=O)[O-])Br)=O ([2-(5-benzylamino-3-bromo-4-nitropyrazol-1-yl)ethyl]carbamic acid tert-butyl ester), Br (HBr), solid. Yield: 92.0%. Reaction SMILES: [C:1]([O:5][C:6](=[O:27])[NH:7][CH2:8][CH2:9][N:10]1[C:14]([NH:15][CH2:16][C:17]2[CH:22]=[CH:21][CH:20]=[CH:19][CH:18]=2)=[C:13]([N+:23]([O-:25])=[O:24])[C:12]([Br:26])=[N:11]1)([CH3:4])([CH3:3])[CH3:2]>CCO.[Pd]>[C:1]([O:5][C:6](=[O:27])[NH:7][CH2:8][CH2:9][N:10]1[C:14]([NH:15][CH2:16][C:17]2[CH:22]=[CH:21][CH:20]=[CH:19][CH:18]=2)=[C:13]([N+:23]([O-:25])=[O:24])[C:12]([Br:26])=[N:11]1)([CH3:4])([CH3:2])[CH3:3].[BrH:26]. Procedure: A mixture of [2-(5-benzylamino-3-bromo-4-nitropyrazol-1-yl)ethyl]carbamic acid tert-butyl ester (2.1 g; 4.76 mmol) in EtOH (100 ml) containing a 5% Pd/C catalyst (Engelhard type, 50% moisture, 0.4 g wet weight) was hydrogenated in an autoclave (250 ml) at 15 bar for 3 h. The catalyst was filtered off under an inert atmosphere and washed with EtOH, and the filtrate was recovered in an ethanolic solution (25 ml) containing hydrobromic acid (47%, 2 ml). The orange-colored solution was evaporated to...